From a dataset of the Open Reaction Database (ORD), a public repository of structured organic reaction records. describe an organic reaction: reactants, conditions, products, and yield Starting materials: NC1=CC2=C(C(=C(O2)B(O)O)C(NC)=O)C=C1Br ((6-amino-5-bromo-3-(methylcarbamoyl)benzofuran-2-yl)boronic acid), BrC=1C=CC(=NC1)F (5-bromo-2-fluoropyridine), K3PO4.3H2O. The reagents and catalysts are C1=CC=C(C=C1)P([C-]2C=CC=C2)C3=CC=CC=C3.C1=CC=C(C=C1)P([C-]2C=CC=C2)C3=CC=CC=C3.Cl[Pd]Cl.[Fe+2] (Pd(dppf)Cl2). The solvent is O1CCOCC1.O (dioxane H2O). Run at temperature 50 celsius, time 10 hour. The product is NC1=CC2=C(C(=C(O2)C=2C=NC(=CC2)F)C(=O)NC)C=C1Br (6-amino-5-bromo-2-(6-fluoropyridin-3-yl)-N-methylbenzofuran-3-carboxamide). Isolated yield 51.2%. Reaction SMILES: [NH2:1][C:2]1[C:17]([Br:18])=[CH:16][C:5]2[C:6]([C:12](=[O:15])[NH:13][CH3:14])=[C:7](B(O)O)[O:8][C:4]=2[CH:3]=1.Br[C:20]1[CH:21]=[CH:22][C:23]([F:26])=[N:24][CH:25]=1>O1CCOCC1.O.C1C=CC(P(C2C=CC=CC=2)[C-]2C=CC=C2)=CC=1.C1C=CC(P(C2C=CC=CC=2)[C-]2C=CC=C2)=CC=1.Cl[Pd]Cl.[Fe+2]>[NH2:1][C:2]1[C:17]([Br:18])=[CH:16][C:5]2[C:6]([C:12]([NH:13][CH3:14])=[O:15])=[C:7]([C:20]3[CH:25]=[N:24][C:23]([F:26])=[CH:22][CH:21]=3)[O:8][C:4]=2[CH:3]=1 |f:2.3,4.5.6.7|. Procedure details: To a solution of (6-amino-5-bromo-3-(methylcarbamoyl)benzofuran-2-yl)boronic acid (500 mg, 1.61 mmol) in dioxane/H2O (5 mL/0.5 mL) was added 5-bromo-2-fluoropyridine (420 mg, 2.42 mmol), Pd(dppf)Cl2(10 mg) and K3PO4.3H2O (855 mg, 3.21 mmol). The mixture was stirred at 50° C. for 10 h. The mixture was evaporated and washed with MeOH to obtain the yellow solid as the product of 6-amino-5-bromo-2-(6-fluoropyridin-3-yl)-N-methylbenzofuran-3-carboxamide (300 mg, yield: 51%). 1H-NMR (DMSO-d6, 400 MHz)...